Dataset: the Open Reaction Database (ORD), a public repository of structured organic reaction records. Task: describe an organic reaction: reactants, conditions, products, and yield Starting materials: CCOC(=O)COc1cccc(N)c1, O=C(O)c1cccc(-c2cccc(Cl)c2)n1. Yields the product CCOC(=O)COc1cccc(NC(=O)c2cccc(-c3cccc(Cl)c3)n2)c1. As a reaction SMILES: [CH2:17]([CH3:18])[O:19][C:20]([CH2:21][O:22][c:23]1[cH:24][c:25]([NH2:29])[cH:26][cH:27][cH:28]1)=[O:30].[Cl:1][c:2]1[cH:3][c:4](-[c:8]2[cH:9][cH:10][cH:11][c:12]([C:14](=[O:15])[OH:16])[n:13]2)[cH:5][cH:6][cH:7]1>>[Cl:1][c:2]1[cH:3][c:4](-[c:8]2[cH:9][cH:10][cH:11][c:12]([C:14](=[O:16])[NH:29][c:25]3[cH:24][c:23]([O:22][CH2:21][C:20]([O:19][CH2:17][CH3:18])=[O:30])[cH:28][cH:27][cH:26]3)[n:13]2)[cH:5][cH:6][cH:7]1. Reactants: ClC1=CC=C(C=C1)C=1C=C(C=2N(C1)C=CN2)C2CC2 (6-(4-Chloro-phenyl)-8-cyclopropyl-imidazo[1,2-a]pyridine), ICl (iodine monochloride). The product is ClC1=CC=C(C=C1)C=1C=C(C=2N(C1)C(=CN2)I)C2CC2 (6-(4-Chloro-phenyl)-8-cyclopropyl-3-iodo-imidazo[1,2-a]pyridine). Reaction SMILES: [Cl:1][C:2]1[CH:7]=[CH:6][C:5]([C:8]2[CH:9]=[C:10]([CH:17]3[CH2:19][CH2:18]3)[C:11]3[N:12]([CH:14]=[CH:15][N:16]=3)[CH:13]=2)=[CH:4][CH:3]=1.[I:20]Cl>>[Cl:1][C:2]1[CH:3]=[CH:4][C:5]([C:8]2[CH:9]=[C:10]([CH:17]3[CH2:19][CH2:18]3)[C:11]3[N:12]([C:14]([I:20])=[CH:15][N:16]=3)[CH:13]=2)=[CH:6][CH:7]=1. Reported procedure: Prepared from 6-(4-chloro-phenyl)-8-cyclopropyl-imidazo[1,2-a]pyridine (example C.27 step 4) (3.1 g, 11.5 mmol) and iodine monochloride as described in example C.20 step 3. Obtained the title compound as an off-white solid (1.098 g, 24% pure material, crystallized from EtOAc/heptane; 2.001 g, 42% contains dicylopropyl material). MS (ISP) 394.8 [(M+H)+], 396.9 [(M+2+H)+].